From a dataset of the Open Reaction Database (ORD), a public repository of structured organic reaction records. describe an organic reaction: reactants, conditions, products, and yield Yields the product CC(C(COC1=C(C=C(C=C1)C(CC)(CC)C=1C=C2C=CC(=CC2=CC1)C(=O)Cl)C)=O)(C)C (6-{1-[4-(3,3-dimethyl-2-oxobutoxy)-3-methylphenyl]-1-ethylpropyl}naphthalene-2-carbonyl chloride), acid chloride. Conditions: time 1 hour. RXN SMILES: [CH3:1][C:2]([CH3:33])([CH3:32])[C:3](=[O:31])[CH2:4][O:5][C:6]1[CH:11]=[CH:10][C:9]([C:12]([C:17]2[CH:18]=[C:19]3[C:24](=[CH:25][CH:26]=2)[CH:23]=[C:22]([C:27](O)=[O:28])[CH:21]=[CH:20]3)([CH2:15][CH3:16])[CH2:13][CH3:14])=[CH:8][C:7]=1[CH3:30].C(Cl)(=O)C([Cl:37])=O>>[CH3:1][C:2]([CH3:33])([CH3:32])[C:3](=[O:31])[CH2:4][O:5][C:6]1[CH:11]=[CH:10][C:9]([C:12]([C:17]2[CH:18]=[C:19]3[C:24](=[CH:25][CH:26]=2)[CH:23]=[C:22]([C:27]([Cl:37])=[O:28])[CH:21]=[CH:20]3)([CH2:15][CH3:16])[CH2:13][CH3:14])=[CH:8][C:7]=1[CH3:30]. Procedure details: Treat a solution of 6-{1-[4-(3,3-dimethyl-2-oxobutoxy)-3-methylphenyl]-1-ethylpropyl}naphthalene-2-carboxylic acid (0.11 g, 0.246 mmol) in CH2CL2 (1.0 mL) dropwise with oxalyl chloride (0.13 mL, 1.48 mmol). Stir the solution at RT for 1 h and concentrate to give 6-{1-[4-(3,3-dimethyl-2-oxobutoxy)-3-methylphenyl]-1-ethylpropyl}naphthalene-2-carbonyl chloride (“the acid chloride”). Treat a mixture of methylglycine HCl (0.031 g, 0.25 mmol) and Et3N (0.51 mL, 0.37 mmol) in CH2CL2 (3 mL) with a solut... Reactants: CC(C(COC1=C(C=C(C=C1)C(CC)(CC)C=1C=C2C=CC(=CC2=CC1)C(=O)O)C)=O)(C)C (6-{1-[4-(3,3-dimethyl-2-oxobutoxy)-3-methylphenyl]-1-ethylpropyl}naphthalene-2-carboxylic acid), C(C(=O)Cl)(=O)Cl (oxalyl chloride). Reactants: C1(=CC=CC=C1)CC(=O)Cl (phenylacetyl chloride), Cl (hydrochloric acid), C(CCC)[Li] (butyl-lithium), solution, CC1(NC(CCC1)(C)C)C (2,2,6,6-tetramethylpiperidine), CSC1CC(N1CC(=O)OC)=O (methyl (4-methylthio-2-oxoazetidin-1-yl)acetate). Solvent: O1CCCC1 (tetrahydrofuran), CCCCCC (hexane), O1CCCC1 (tetrahydrofuran), O1CCCC1 (tetrahydrofuran). Conditions: temperature -70 celsius, time 5 minute. Product: [Li]N1C(CCCC1(C)C)(C)C (lithium 2,2,6,6-tetramethylpiperidide), COC(=O)C(C(CC1=CC=CC=C1)=O)N1C(CC1SC)=O (1-methoxycarbonyl-1-(4-methylthio-2-oxoazetidin-1-yl)-3-phenyl-propan-2-one). Isolated yield 37.0%. As a reaction SMILES: C([Li:5])CCC.[CH3:6][C:7]1([CH3:15])[CH2:12][CH2:11][CH2:10][C:9]([CH3:14])([CH3:13])[NH:8]1.[CH3:16][S:17][CH:18]1[N:21]([CH2:22][C:23]([O:25][CH3:26])=[O:24])[C:20](=[O:27])[CH2:19]1.[C:28]1([CH2:34][C:35](Cl)=[O:36])[CH:33]=[CH:32][CH:31]=[CH:30][CH:29]=1.Cl>CCCCCC.O1CCCC1>[Li:5][N:8]1[C:9]([CH3:14])([CH3:13])[CH2:10][CH2:11][CH2:12][C:7]1([CH3:15])[CH3:6].[CH3:26][O:25][C:23]([CH:22]([N:21]1[CH:18]([S:17][CH3:16])[CH2:19][C:20]1=[O:27])[C:35](=[O:36])[CH2:34][C:28]1[CH:33]=[CH:32][CH:31]=[CH:30][CH:29]=1)=[O:24]. Procedure details: A solution of lithium 2,2,6,6-tetramethylpiperidide was prepared by adding butyl-lithium (2.0 ml of a 1.64 M solution in hexane) to a solution of 2,2,6,6-tetramethylpiperidine (0.45 g) in dry tetrahydrofuran (10 ml) at -70° C. under a nitrogen atmosphere. After 3 minutes a solution of methyl (4-methylthio-2-oxoazetidin-1-yl)acetate (0.346 g) in dry tetrahydrofuran (4 ml) was added quickly and the mixture stirred for 5 minutes at -70° C. A solution of phenylacetyl chloride (0.219 g) in dry tetrah...